From a dataset of the Open Reaction Database (ORD), a public repository of structured organic reaction records. describe an organic reaction: reactants, conditions, products, and yield Starting materials: BrCc1ccncc1, Br, O=C([O-])[O-], COc1cc2c(Nc3ccc(C)c(OC(C)=O)c3)ncnc2cc1O, Cl, [K+], [K+], CN(C)C=O. The product is COc1cc2c(Nc3ccc(C)c(OC(C)=O)c3)ncnc2cc1OCc1ccncc1. RXN SMILES: [Br:34][CH2:35][c:36]1[cH:37][cH:38][n:39][cH:40][cH:41]1.[BrH:33].[C:27](=[O:28])([O-:29])[O-:30].[C:2]([CH3:3])(=[O:4])[O:5][c:6]1[cH:7][c:8]([NH:9][c:10]2[n:11][cH:12][n:13][c:14]3[cH:15][c:16]([OH:22])[c:17]([O:20][CH3:21])[cH:18][c:19]23)[cH:23][cH:24][c:25]1[CH3:26].[ClH:1].[K+:31].[K+:32].[O:42]=[CH:43][N:44]([CH3:45])[CH3:46]>>[C:2]([CH3:3])(=[O:4])[O:5][c:6]1[cH:7][c:8]([NH:9][c:10]2[n:11][cH:12][n:13][c:14]3[cH:15][c:16]([O:22][CH2:35][c:36]4[cH:37][cH:38][n:39][cH:40][cH:41]4)[c:17]([O:20][CH3:21])[cH:18][c:19]23)[cH:23][cH:24][c:25]1[CH3:26]. Starting materials: C1(=CC=CC=C1)C (toluene), O=P(Cl)(Cl)Cl (POCl3), Cl (HCl), O1CCC(C2=C1C=CC=C2)=O (2H-[1]benzopyran-4-one), C[Si](C)(C)C#N (trimethylsilyl cyanide). The solvent is N1=CC=CC=C1 (pyridine). Reaction conditions: time 12 hour. Yields the product C(#N)C1=CCOC2=C1C=CC=C2 (4-cyano-2H[1]benzopyran). Reaction SMILES: [O:1]1[C:6]2[CH:7]=[CH:8][CH:9]=[CH:10][C:5]=2[C:4](=O)[CH2:3][CH2:2]1.C1(C)C=CC=CC=1.O=P(Cl)(Cl)Cl.Cl.C[Si]([C:29]#[N:30])(C)C>N1C=CC=CC=1>[C:29]([C:4]1[C:5]2[CH:10]=[CH:9][CH:8]=[CH:7][C:6]=2[O:1][CH2:2][CH:3]=1)#[N:30]. Reported procedure: Eleven grams 2H-[1]benzopyran-4-one are dissolved in 33 ml 2.5M trimethylsilyl cyanide (CH2Cl2). After addition of 50 mg Znl2, the mixture is stirred 12 h. Then 30 ml toluene, 115 ml pyridine and 21 ml POCl3 are added and the mixture refluxed for 4 h. On cooling, it is poured into 1000 ml 5% HCl and extracted with four 100 ml portions of ether. The extracts dried over Na2SO4, filtered, concentrated under reduced pressure and vacuum distilled (bulb-to-bulb, oven temperature 150°) to yield 4-cyano... Run in [N-](S(=O)(=O)C(F)(F)F)S(=O)(=O)C(F)(F)F.[N-](S(=O)(=O)C(F)(F)F)S(=O)(=O)C(F)(F)F.C(CCC)[N+]1=CN(C=C1)C.C(CCC)[N+]1=CN(C=C1)C (1-butyl-3-methylimidazolium bis-trifluoromethanesulfonimide). The product is CC1=CC(=C(C=C1)S(=O)(=O)C2=CC=CC=C2)C (2,4-dimethyldiphenylsulfone). The reagents and catalysts are N(S(=O)(=O)C(F)(F)F)S(=O)(=O)C(F)(F)F.N(S(=O)(=O)C(F)(F)F)S(=O)(=O)C(F)(F)F.[Zn+2] (Zinc(II) bis-triflimide). As a reaction SMILES: [C:1]1([CH3:8])[CH:6]=[CH:5][CH:4]=[C:3]([CH3:7])[CH:2]=1.[C:9]1([S:15](Cl)(=[O:17])=[O:16])[CH:14]=[CH:13][CH:12]=[CH:11][CH:10]=1>[N-](S(C(F)(F)F)(=O)=O)S(C(F)(F)F)(=O)=O.[N-](S(C(F)(F)F)(=O)=O)S(C(F)(F)F)(=O)=O.C([N+]1C=CN(C)C=1)CCC.C([N+]1C=CN(C)C=1)CCC.N(S(C(F)(F)F)(=O)=O)S(C(F)(F)F)(=O)=O.N(S(C(F)(F)F)(=O)=O)S(C(F)(F)F)(=O)=O.[Zn+2]>[CH3:8][C:1]1[CH:6]=[CH:5][C:4]([S:15]([C:9]2[CH:14]=[CH:13][CH:12]=[CH:11][CH:10]=2)(=[O:17])=[O:16])=[C:3]([CH3:7])[CH:2]=1 |f:2.3.4.5,6.7.8|. Procedure: Zinc(II) bis-triflimide (0.062 g, 1 mol %) was dissolved in [bmim][NTf2] (1.0 g) in a round-bottomed flask equipped with a magnetic stirrer and reflux condenser and m-xylene (2.12 g, 20 mmol) and benzene sulfonyl chloride (1.76 g, 10 mmol) were added. The mixture was heated under reflux for 18 hours and was analysed by-gas chromatographic analysis as in previous examples. All the benzene sulfonyl chloride had reacted and mostly 2,4-dimethyldiphenylsulfone had formed (yield=99%, 20:1 isomer ratio... The yield is 99.0%. Reactants: C1(=CC(=CC=C1)C)C (m-xylene), C1(=CC=CC=C1)S(=O)(=O)Cl (benzene sulfonyl chloride), C1(=CC=CC=C1)S(=O)(=O)Cl (benzene sulfonyl chloride). The reactants are C(C)(C)(C)OC(=O)N1CCC(CC1)CN1C(CN(CC1)S(=O)(=O)C1=CC=C(C=C1)C#C[Si](C)(C)C)=O (1-[1-(tert-butoxycarbonyl)-4-piperidylmethyl]-4-[4-[2-(trimethylsilyl)ethynyl]benzenesulfonyl]-2-piperazinone), FC(C(=O)O)(F)F (trifluoroacetic acid). The solvent is C1(=CC=CC=C1)C (toluene). Conditions: time 1 hour. Yields the product C(#C)C1=CC=C(C=C1)S(=O)(=O)N1CC(N(CC1)CC1CCNCC1)=O (4-(4-ethynylbenzenesulfonyl)-1-[4-piperidylmethyl]-2-piperazinone). Yield: 124.4%. As a reaction SMILES: C(OC([N:8]1[CH2:13][CH2:12][CH:11]([CH2:14][N:15]2[CH2:20][CH2:19][N:18]([S:21]([C:24]3[CH:29]=[CH:28][C:27]([C:30]#[C:31][Si](C)(C)C)=[CH:26][CH:25]=3)(=[O:23])=[O:22])[CH2:17][C:16]2=[O:36])[CH2:10][CH2:9]1)=O)(C)(C)C.FC(F)(F)C(O)=O>C1(C)C=CC=CC=1>[C:30]([C:27]1[CH:26]=[CH:25][C:24]([S:21]([N:18]2[CH2:19][CH2:20][N:15]([CH2:14][CH:11]3[CH2:12][CH2:13][NH:8][CH2:9][CH2:10]3)[C:16](=[O:36])[CH2:17]2)(=[O:23])=[O:22])=[CH:29][CH:28]=1)#[CH:31]. Procedure: To a solution of 1-[1-(tert-butoxycarbonyl)-4-(4-iodobenzenesulfonyl)-4-piperidylmethyl]-2-piperazinone (1.13 g), which was produced according to a method described in Reference Example 54 using 1-[1-(tert-butoxycarbonyl)-4-piperidylmethyl]-2-piperazinone and 4-iodobenzenesulfonyl chloride, in diethylamine (20 ml)-DMF (5 ml) were added trimethylsilylacetylene (244 mg), bis(triphenylphosphine)palladium chloride (II) (69 mg) and copper iodide (2 ml), and the mixture was stirred at room temperature... Reactants: [Si](C1=CC=CC=C1)(C1=CC=CC=C1)(C(C)(C)C)O[C@H](C(=O)O)CC ((S)-2-(tert-butyldiphenylsilyloxy)butanoic acid), NCCC[C@]1(SC(=NN1C([C@H](C)OC)=O)C1=C(C=CC(=C1)F)F)C1=CC=CC=C1 ((S)-1-((S)-2-(3-aminopropyl)-5-(2,5-difluorophenyl)-2-phenyl-1,3,4-thiadiazol-3(2H)-yl)-2-methoxypropan-1-one). Product: NCCC[C@]1(SC(=NN1C([C@H](CC)OC)=O)C1=C(C=CC(=C1)F)F)C1=CC=CC=C1 ((S)-1-((S)-2-(3-aminopropyl)-5-(2,5-difluorophenyl)-2-phenyl-1,3,4-thiadiazol-3(2H)-yl)-2-methoxybutan-1-one). As a reaction SMILES: [Si](O[C@@H](CC)C(O)=O)(C(C)(C)C)(C1C=CC=CC=1)[C:2]1C=CC=CC=1.[NH2:25][CH2:26][CH2:27][CH2:28][C@:29]1([C:48]2[CH:53]=[CH:52][CH:51]=[CH:50][CH:49]=2)[N:33]([C:34](=[O:39])[C@@H:35]([O:37][CH3:38])[CH3:36])[N:32]=[C:31]([C:40]2[CH:45]=[C:44]([F:46])[CH:43]=[CH:42][C:41]=2[F:47])[S:30]1>>[NH2:25][CH2:26][CH2:27][CH2:28][C@:29]1([C:48]2[CH:53]=[CH:52][CH:51]=[CH:50][CH:49]=2)[N:33]([C:34](=[O:39])[C@@H:35]([O:37][CH3:38])[CH2:36][CH3:2])[N:32]=[C:31]([C:40]2[CH:45]=[C:44]([F:46])[CH:43]=[CH:42][C:41]=2[F:47])[S:30]1. Procedure details: Prepared as in Example 71 using (S)-2-(tert-butyldiphenylsilyloxy)butanoic acid in place of (S)-2-(tert-butyldiphenylsilyloxy)propanoic acid. MS APCI (+) m/z 434 (M+1) detected; 1H NMR (400 MHz, CDCl3) δ 7.48 (m, 3H), 7.35 (app t, 2H, J=8 Hz), 7.28 (m, 1H), 7.13 (m, 2H), 4.53 (dd, 1H, J=7 Hz, 4 Hz), 3.40 (s, 3H), 3.26 (m, 1H), 2.86 (m, 2H), 2.42 (m, 1H), 1.94 (m, 2H), 1.74 (m, 2H), 0.96 (t, 3H, J=8 Hz). Stereochemistry was assigned by comparison to (S)-1-((S)-2-(3-aminopropyl)-5-(2,5-difluorophe... Starting materials: Cc1nsc2nc(C(NCCCNC(=O)OC(C)(C)C)C(C)C)n(Cc3ccccc3)c(=O)c12, ClCCl, Cc1ccc(C(=O)Cl)cc1, c1ccncc1. Product: Cc1ccc(C(=O)N(CCCNC(=O)OC(C)(C)C)C(c2nc3snc(C)c3c(=O)n2Cc2ccccc2)C(C)C)cc1. As a reaction SMILES: [C:1]([CH3:2])([CH3:3])([CH3:4])[O:5][C:6]([NH:7][CH2:8][CH2:9][CH2:10][NH:11][CH:12]([CH:13]([CH3:14])[CH3:15])[c:16]1[n:17]([CH2:27][c:28]2[cH:29][cH:30][cH:31][cH:32][cH:33]2)[c:18](=[O:26])[c:19]2[c:20]([n:21]1)[s:22][n:23][c:24]2[CH3:25])=[O:34].[Cl:51][CH2:52][Cl:53].[c:35]1([CH3:44])[cH:36][cH:37][c:38]([C:41](=[O:42])[Cl:43])[cH:39][cH:40]1.[cH:45]1[cH:46][cH:47][n:48][cH:49][cH:50]1>>[C:1]([CH3:2])([CH3:3])([CH3:4])[O:5][C:6]([NH:7][CH2:8][CH2:9][CH2:10][N:11]([CH:12]([CH:13]([CH3:14])[CH3:15])[c:16]1[n:17]([CH2:27][c:28]2[cH:29][cH:30][cH:31][cH:32][cH:33]2)[c:18](=[O:26])[c:19]2[c:20]([n:21]1)[s:22][n:23][c:24]2[CH3:25])[C:41]([c:38]1[cH:37][cH:36][c:35]([CH3:44])[cH:40][cH:39]1)=[O:42])=[O:34]. Starting materials: N1CCSCC1 (Thiomorpholine), ClCCCCCNC1=NC=NC2=CC(=C(C=C12)[N+](=O)[O-])NCC (4-(5-chloropentylamino)-7-ethylamino-6-nitroquinazoline). Run in CN(C=O)C (dimethylformamide). Yields the product C(C)NC1=C(C=C2C(=NC=NC2=C1)NCCCCCN1CCSCC1)[N+](=O)[O-] (7-ethylamino-6-nitro-4-(5-thiomorpholinopentylamino)quinazoline). Isolated yield 98.4%. As a reaction SMILES: [NH:1]1[CH2:6][CH2:5][S:4][CH2:3][CH2:2]1.Cl[CH2:8][CH2:9][CH2:10][CH2:11][CH2:12][NH:13][C:14]1[C:23]2[C:18](=[CH:19][C:20]([NH:27][CH2:28][CH3:29])=[C:21]([N+:24]([O-:26])=[O:25])[CH:22]=2)[N:17]=[CH:16][N:15]=1>CN(C)C=O>[CH2:28]([NH:27][C:20]1[CH:19]=[C:18]2[C:23]([C:14]([NH:13][CH2:12][CH2:11][CH2:10][CH2:9][CH2:8][N:1]3[CH2:6][CH2:5][S:4][CH2:3][CH2:2]3)=[N:15][CH:16]=[N:17]2)=[CH:22][C:21]=1[N+:24]([O-:26])=[O:25])[CH3:29]. Reported procedure: Thiomorpholine (6 ml, 59.7 mmol) was added to a dimethylformamide solution (30 ml) of 4-(5-chloropentylamino)-7-ethylamino-6-nitroquinazoline (2.50 g, 7.41 mmol) obtained in Reference Example 66 and the mixture was heated under reflux for 3 hours. After the solvent was distilled off, the residue was purified by silica gel column chromatography (chloroform:methanol=30:1) to give the title compound (2.95 g, 98.7%). As a reaction SMILES: C([N:5](C1C=CC=CC=1)[C:6](=[O:27])[CH2:7][N:8]1[C:14](=[O:15])[CH2:13][C:12](=[O:16])[N:11]([C:17]2[CH:22]=[CH:21][CH:20]=[CH:19][CH:18]=2)[C:10]2[CH:23]=[CH:24][CH:25]=[CH:26][C:9]1=2)(C)(C)C.C[Si]([N-][Si](C)(C)C)(C)C.[Na+].Br[CH2:45][C:46]1[C:54]2[C:49](=[CH:50][CH:51]=[CH:52][CH:53]=2)[N:48]([C:55]([O:57][C:58]([CH3:61])([CH3:60])[CH3:59])=[O:56])[N:47]=1>C1COCC1>[C:58]([O:57][C:55]([N:48]1[C:49]2[C:54](=[CH:53][CH:52]=[CH:51][CH:50]=2)[C:46]([CH2:45][CH:13]2[C:14](=[O:15])[N:8]([C:7]([C:58]([CH3:61])([CH3:60])[CH3:59])([C:49]3[CH:54]=[CH:53][CH:52]=[CH:51][CH:50]=3)[C:6](=[O:27])[NH2:5])[C:9]3[CH:26]=[CH:25][CH:24]=[CH:23][C:10]=3[N:11]([C:17]3[CH:18]=[CH:19][CH:20]=[CH:21][CH:22]=3)[C:12]2=[O:16])=[N:47]1)=[O:56])([CH3:61])([CH3:60])[CH3:59] |f:1.2|. The reactants are C(C)(C)(C)N(C(CN1C2=C(N(C(CC1=O)=O)C1=CC=CC=C1)C=CC=C2)=O)C2=CC=CC=C2 (N-tert-Butyl-2-(2,4-dioxo-5-phenyl-2,3,4,5-tetrahydro-benzo[b][1,4]diazepin-1-yl)-N-phenyl-acetamide), C[Si](C)(C)[N-][Si](C)(C)C.[Na+] (Sodium bis(trimethylsilyl)amide), BrCC1=NN(C2=CC=CC=C12)C(=O)OC(C)(C)C (3-bromomethyl-1-tert-butoxycarbonyl-1H-indazole). Reported procedure: To a stirred slurry of 514 mg (1.17 mmol) N-tert-Butyl-2-(2,4-dioxo-5-phenyl-2,3,4,5-tetrahydro-benzo[b][1,4]diazepin-1-yl)-N-phenyl-acetamide, prepared as in Part B, in 15 mL THF cooled to 0° C. is added 1.28 mL (1.28 mmol, 1.1 equiv) of 1M Sodium bis(trimethylsilyl)amide in THF at ambient temperature and stirred 0.5 h. To this solution is added 381 mg (1.22 mmol, 1.05 equiv) 3-bromomethyl-1-tert-butoxycarbonyl-1H-indazole and the resultant reaction mixture stirred 1 h at 0° C. followed by 18 h... The solvent is C1CCOC1 (THF), C1CCOC1 (THF). Isolated yield 64.3%. Product: C(C)(C)(C)OC(=O)N1N=C(C2=CC=CC=C12)CC1C(N(C2=C(N(C1=O)C(C(N)=O)(C1=CC=CC=C1)C(C)(C)C)C=CC=C2)C2=CC=CC=C2)=O (3-[1-(tert-Butyl-phenyl-carbamoylmethyl)-2,4-dioxo-5-phenyl-2,3,4,5,-tetrahydro-1H-benzo[b][1,4]diazepin-3-ylmethyl]-indazole-1-carboxylic acid tert-butyl ester). Conditions: time 0.5 hour. The reactants are C(C)(CC)N=C=NC=1C=NC=CC1 (N-sec-butyl-N'-3-pyridylcarbodiimide), C(C)(C)(C)N=C=NC=1C=NC=CC1 (N-tert-butyl-N'-3-pyridylcarbodiimide). Product: C(C)(CC)NC(=NC#N)NC=1C=NC=CC1 (N-sec.-butyl-N"-cyano-N'-3-pyridylguanidine). As a reaction SMILES: [CH:1]([N:5]=[C:6]=[N:7][C:8]1[CH:9]=[N:10][CH:11]=[CH:12][CH:13]=1)([CH2:3][CH3:4])[CH3:2].C([N:18]=[C:19]=[N:20]C1C=NC=CC=1)(C)(C)C>>[CH:1]([NH:5][C:6]([NH:7][C:8]1[CH:9]=[N:10][CH:11]=[CH:12][CH:13]=1)=[N:20][C:19]#[N:18])([CH2:3][CH3:4])[CH3:2]. Reported procedure: By following the procedure of Example 1, but substituting N-sec-butyl-N'-3-pyridylcarbodiimide for the N-tert-butyl-N'-3-pyridylcarbodiimide, the desired compound was obtained with a melting point of 133.5°-135.0° C. Starting materials: FC1=CC=C(C=C1)NC(=O)C=1C(=NC(=NC1)S(=O)CC(N)=O)C (2-carbamoylmethylsulfinyl-4-methylpyrimidine-5-carboxylic acid (4-fluorophenyl)amide), C1=CC(=CC(=C1)Cl)C(=O)OO (m-CPBA), CN(C)C=O (DMF). Run in C(C)(=O)OCC (ethyl acetate), ClCCl (dichloromethane). Yields the product FC1=CC=C(C=C1)NC(=O)C=1C(=NC(=NC1)S(=O)(=O)CC(N)=O)C (2-Carbamoylmethanesulfonyl-4-methylpyrimidine-5-carboxylic acid (4-fluorophenyl)amide). The yield is 18.9%. RXN SMILES: [F:1][C:2]1[CH:7]=[CH:6][C:5]([NH:8][C:9]([C:11]2[C:12]([CH3:23])=[N:13][C:14]([S:17]([CH2:19][C:20](=[O:22])[NH2:21])=[O:18])=[N:15][CH:16]=2)=[O:10])=[CH:4][CH:3]=1.C1C=C(Cl)C=C(C(OO)=[O:32])C=1.CN(C=O)C>ClCCl.C(OCC)(=O)C>[F:1][C:2]1[CH:7]=[CH:6][C:5]([NH:8][C:9]([C:11]2[C:12]([CH3:23])=[N:13][C:14]([S:17]([CH2:19][C:20](=[O:22])[NH2:21])(=[O:32])=[O:18])=[N:15][CH:16]=2)=[O:10])=[CH:4][CH:3]=1. Procedure details: A solution of 2-carbamoylmethylsulfinyl-4-methylpyrimidine-5-carboxylic acid (4-fluorophenyl)amide (as prepared above, 42 mg, 0.12 mmol) and m-CPBA (47 mg, 0.27 mmol) in 2 mL of 1:1 dichloromethane:DMF was stirred at ambient temperature for 3 days. The solution was diluted with 40 mL of 1:1 ethyl acetate:hexane and sequentially washed with 2×10 mL 5% NaHCO3(aq), 10 mL 0.1 M HCl(aq) and 10 mL brine. The organic layer was dried using Na2SO4 and concentrated to a white solid which was triturated wi...